Dataset: the Open Reaction Database (ORD), a public repository of structured organic reaction records. Task: describe an organic reaction: reactants, conditions, products, and yield Solvent: O1CCCC1 (tetrahydrofuran), O1CCCC1 (tetrahydrofuran). Reaction conditions: time 5 minute. The reactants are C(C)(C)(C)OC(N(CC#C)CC=C)=O (allyl-prop-2-ynyl-carbamic acid tert-butyl ester), ICCC (1-iodopropane), C(CCC)[Li] (n-butyllithium), CN(P(=O)(N(C)C)N(C)C)C (hexamethylphosphoramide). The yield is 70.0%. RXN SMILES: [C:1]([O:5][C:6](=[O:14])[N:7]([CH2:11][CH:12]=[CH2:13])[CH2:8][C:9]#[CH:10])([CH3:4])([CH3:3])[CH3:2].[CH2:15]([Li])[CH2:16][CH2:17]C.CN(C)P(N(C)C)(N(C)C)=O.ICCC>O1CCCC1>[C:1]([O:5][C:6](=[O:14])[N:7]([CH2:11][CH:12]=[CH2:13])[CH2:8][C:9]#[C:10][CH2:15][CH2:16][CH3:17])([CH3:4])([CH3:3])[CH3:2]. Procedure details: A solution of allyl-prop-2-ynyl-carbamic acid tert-butyl ester (prepared according to the method of Boger et al., J. Am. Chem. Soc., 1996, 118, 2109; 1.95 g, 10 mmol) in anhydrous tetrahydrofuran (10 mL) was stirred at 0° C. and treated with n-butyllithium (1.6 M solution in hexane; 7.2 mL, 11.5 mmol) during a 5 min period. After being stirred for an additional 5 min, the solution was treated sequentially with hexamethylphosphoramide (2 mL) and a solution of 1-iodopropane (1.71 mL, 17.5 mmol) in... The product is C(C)(C)(C)OC(N(CC#CCCC)CC=C)=O (allyl-hex-2-ynyl-carbamic acid tert-butyl ester). The reactants are O=C1CCC(=O)N1Br, O=C(OOC(=O)c1ccccc1)c1ccccc1, ClC(Cl)(Cl)Cl, CCO, CCc1ccc(-c2ccccc2)c(F)c1, [K+], [OH-]. The product is C=Cc1ccc(-c2ccccc2)c(F)c1. As a reaction SMILES: [Br:16][N:17]1[C:18](=[O:19])[CH2:20][CH2:21][C:22]1=[O:23].[C:24]([O:25][O:26][C:27](=[O:28])[c:29]1[cH:30][cH:31][cH:32][cH:33][cH:34]1)(=[O:35])[c:36]1[cH:37][cH:38][cH:39][cH:40][cH:41]1.[C:47]([Cl:48])([Cl:49])([Cl:50])[Cl:51].[CH2:44]([OH:45])[CH3:46].[F:1][c:2]1[c:3](-[c:10]2[cH:11][cH:12][cH:13][cH:14][cH:15]2)[cH:4][cH:5][c:6]([CH2:8][CH3:9])[cH:7]1.[K+:43].[OH-:42]>>[F:1][c:2]1[c:3](-[c:10]2[cH:11][cH:12][cH:13][cH:14][cH:15]2)[cH:4][cH:5][c:6]([CH:8]=[CH2:9])[cH:7]1.